Dataset: the Open Reaction Database (ORD), a public repository of structured organic reaction records. Task: describe an organic reaction: reactants, conditions, products, and yield Starting materials: CCC1CC2C3CCC4=CC(=O)CCC4C3CCC2(C)C1OC(=O)CBr, CC(C)(C)C(=O)O, CC(C)=O, CCOC(C)=O, CN(C)C=O, O. Product: CCC1CC2C3CCC4=CC(=O)CCC4C3CCC2(C)C1OC(=O)COC(=O)C(C)(C)C. Reaction SMILES: [CH2:9]([CH3:10])[CH:11]1[CH:12]([O:30][C:31]([CH2:32][Br:33])=[O:34])[C:13]2([CH3:14])[CH:15]([CH2:16]1)[CH:17]1[CH2:18][CH2:19][C:20]3=[CH:21][C:22](=[O:29])[CH2:23][CH2:24][CH:25]3[CH:26]1[CH2:27][CH2:28]2.[CH3:1][C:2]([CH3:3])([CH3:4])[C:5]([OH:6])=[O:7].[CH3:40][C:41](=[O:42])[CH3:43].[CH3:44][CH2:45][O:46][C:47](=[O:48])[CH3:49].[O:35]=[CH:36][N:37]([CH3:38])[CH3:39].[OH2:8]>>[CH3:1][C:2]([CH3:3])([CH3:4])[C:5](=[O:6])[O:7][CH2:32][C:31]([O:30][CH:12]1[CH:11]([CH2:9][CH3:10])[CH2:16][CH:15]2[C:13]1([CH3:14])[CH2:28][CH2:27][CH:26]1[CH:17]2[CH2:18][CH2:19][C:20]2=[CH:21][C:22](=[O:29])[CH2:23][CH2:24][CH:25]21)=[O:34].